This data is from the Open Reaction Database (ORD), a public repository of structured organic reaction records. The task is: describe an organic reaction: reactants, conditions, products, and yield Reaction SMILES: [NH2:1][C:2]1[CH:9]=[C:8]([O:10][CH3:11])[C:7]([O:12][CH3:13])=[CH:6][C:3]=1[C:4]#[N:5].C(=O)([O-])[O-].[K+].[K+].I[CH:21]([CH3:23])[CH3:22]>[Cu]>[CH:21]([NH:1][C:2]1[CH:9]=[C:8]([O:10][CH3:11])[C:7]([O:12][CH3:13])=[CH:6][C:3]=1[C:4]#[N:5])([CH3:23])[CH3:22] |f:1.2.3|. Product: C(C)(C)NC1=C(C#N)C=C(C(=C1)OC)OC (2-isopropylamino-4,5-dimethoxy-benzonitrile). Procedure details: A suspension of 4.52 g (25.4 mmol) 2-amino-4,5-dimethoxy-benzonitrile, 4.38 g (31.7 mmol) potassium carbonate and 100 mg copper powder in 15 ml 2-iodo-propane is stirred at 90° C. for 5 days. Extractive work-up with ethyl acetate/water and concentration i.V. affords a dark oil, which is purified by flash chromatography (ethyl acetate/hexane). yield: 4.15 g (74%) yellow oil. The reagents and catalysts are [Cu] (copper). Reaction conditions: temperature 90 celsius, time 5 day. The reactants are NC1=C(C#N)C=C(C(=C1)OC)OC (2-amino-4,5-dimethoxy-benzonitrile), C([O-])([O-])=O.[K+].[K+] (potassium carbonate), IC(C)C (2-iodo-propane).